This data is from the Open Reaction Database (ORD), a public repository of structured organic reaction records. The task is: describe an organic reaction: reactants, conditions, products, and yield Starting materials: O=C([O-])[O-], CN(C)C=O, [K+], [K+], CS(=O)(=O)OCCn1cc(-c2cccc3nc(Nc4ccc(OCCN5CCCC5)cc4)nn23)cn1, Nc1n[nH]c(S)n1. The product is Nc1nnc(SCCn2cc(-c3cccc4nc(Nc5ccc(OCCN6CCCC6)cc5)nn34)cn2)[nH]1. Reaction SMILES: [C:37](=[O:38])([O-:39])[O-:40].[CH3:50][N:51]([CH3:52])[CH:53]=[O:54].[K+:41].[K+:42].[N:1]1([CH2:6][CH2:7][O:8][c:9]2[cH:10][cH:11][c:12]([NH:15][c:16]3[n:17][n:18]4[c:19]([cH:20][cH:21][cH:22][c:23]4-[c:24]4[cH:25][n:26][n:27]([CH2:29][CH2:30][O:31][S:32]([CH3:33])(=[O:34])=[O:35])[cH:28]4)[n:36]3)[cH:13][cH:14]2)[CH2:2][CH2:3][CH2:4][CH2:5]1.[NH2:43][c:44]1[n:45][nH:46][c:47]([SH:49])[n:48]1>>[N:1]1([CH2:6][CH2:7][O:8][c:9]2[cH:10][cH:11][c:12]([NH:15][c:16]3[n:17][n:18]4[c:19]([cH:20][cH:21][cH:22][c:23]4-[c:24]4[cH:25][n:26][n:27]([CH2:29][CH2:30][S:49][c:47]5[n:46][n:45][c:44]([NH2:43])[nH:48]5)[cH:28]4)[n:36]3)[cH:13][cH:14]2)[CH2:2][CH2:3][CH2:4][CH2:5]1.